From a dataset of the Open Reaction Database (ORD), a public repository of structured organic reaction records. describe an organic reaction: reactants, conditions, products, and yield The reactants are CN, CCOC(C)=O, CO, [Cl-], COc1cc2nc(Cl)nc(-c3cccc(NC(C)=O)c3)c2cc1OC, [Na+], C1CCOC1. Yields the product CNc1nc(-c2cccc(NC(C)=O)c2)c2cc(OC)c(OC)cc2n1. As a reaction SMILES: [CH3:31][NH2:32].[CH3:35][CH2:36][O:37][C:38](=[O:39])[CH3:40].[CH3:41][OH:42].[Cl-:34].[Cl:1][c:2]1[n:3][c:4]2[cH:5][c:6]([O:24][CH3:25])[c:7]([O:22][CH3:23])[cH:8][c:9]2[c:10](-[c:12]2[cH:13][c:14]([NH:18][C:19]([CH3:20])=[O:21])[cH:15][cH:16][cH:17]2)[n:11]1.[Na+:33].[O:26]1[CH2:27][CH2:28][CH2:29][CH2:30]1>>[c:2]1([NH:32][CH3:31])[n:3][c:4]2[cH:5][c:6]([O:24][CH3:25])[c:7]([O:22][CH3:23])[cH:8][c:9]2[c:10](-[c:12]2[cH:13][c:14]([NH:18][C:19]([CH3:20])=[O:21])[cH:15][cH:16][cH:17]2)[n:11]1. The product is CCO[PH](=O)OCC, CCO. As a reaction SMILES: [C:18]([O:19][CH3:20])(=[O:21])[CH3:22].[C:9]([CH3:10])(=[O:11])[O:12][CH2:13][CH3:14].[CH2:1]([CH3:2])[O:3][PH:4]([O:5][CH2:6][CH3:7])=[O:8].[CH3:16][OH:17].[CH3:23][OH:24].[ClH:15]>>[CH2:1]([CH3:2])[O:3][PH:4]([O:5][CH2:6][CH3:7])=[O:8].[CH2:9]([CH3:10])[OH:11]. The reactants are COC(C)=O, CCOC(C)=O, CCO[PH](=O)OCC, CO, CO, Cl. The reactants are C(C1=CC=CC=C1)N1CCC(CC1)CNC(=O)C1=CC2=CN=C3C=CC=C(S1)N32 (N-(1-benzylpiperidin-4-ylmethyl)-5-thia-1,8b-diazaacenaphthylene-4-carboxamide), Cl (HCl). Run in C(C)O (ethanol). Yields the product Cl.Cl.C(C1=CC=CC=C1)N1CCC(CC1)CNC(=O)C1=CC2=CN=C3C=CC=C(S1)N32 (N-(1-benzylpiperidin-4-ylmethyl)-5-thia-1,8b-diazaacenaphthylene-4-carboxamide Dihydrochloride). RXN SMILES: [CH2:1]([N:8]1[CH2:13][CH2:12][CH:11]([CH2:14][NH:15][C:16]([C:18]2[S:28][C:27]3[N:29]4[C:20](=[CH:21][N:22]=[C:23]4[CH:24]=[CH:25][CH:26]=3)[CH:19]=2)=[O:17])[CH2:10][CH2:9]1)[C:2]1[CH:7]=[CH:6][CH:5]=[CH:4][CH:3]=1.[ClH:30]>C(O)C>[ClH:30].[ClH:30].[CH2:1]([N:8]1[CH2:13][CH2:12][CH:11]([CH2:14][NH:15][C:16]([C:18]2[S:28][C:27]3[N:29]4[C:20](=[CH:21][N:22]=[C:23]4[CH:24]=[CH:25][CH:26]=3)[CH:19]=2)=[O:17])[CH2:10][CH2:9]1)[C:2]1[CH:7]=[CH:6][CH:5]=[CH:4][CH:3]=1 |f:3.4.5|. Procedure details: In a solution of 479 mg (1.18 mmol) of N-(1-benzylpiperidin-4-ylmethyl)-5-thia-1,8b-diazaacenaphthylene-4-carboxamide in ethanol (4 ml) was added 1.0 ml (4 mM) of 4N-HCl/methnol and the mixture was stirred at room temperature for several minutes. The solvent was then distilled off under reduced pressure and the residue was diluted with ethanol and diethyl ether. The resulting crystals were collected by filtration and rinsed with ethanol and diethyl ether to provide the title compound. Reactants: N1(CCCCC1)CC1=CC=C(C=C1)N (4-piperidin-1-ylmethylphenylamine), ClC1=C(C=CC(=C1)C(F)(F)F)C#CC(=O)O ((2-chloro-4-trifluoromethylphenyl)propynoic acid). Run in ClCCl.CO (dichloromethane methanol). Yields the product Cl.N1(CCCCC1)CC1=CC=C(C=C1)NC(C#CC1=C(C=C(C=C1)C(F)(F)F)Cl)=O (3-(2-chloro-4-trifluoromethylphenyl)propynoic acid(4-piperidin-1-ylmethylphenyl)amide hydrochloride). As a reaction SMILES: [N:1]1([CH2:7][C:8]2[CH:13]=[CH:12][C:11]([NH2:14])=[CH:10][CH:9]=2)[CH2:6][CH2:5][CH2:4][CH2:3][CH2:2]1.[Cl:15][C:16]1[CH:21]=[C:20]([C:22]([F:25])([F:24])[F:23])[CH:19]=[CH:18][C:17]=1[C:26]#[C:27][C:28](O)=[O:29]>ClCCl.CO>[ClH:15].[N:1]1([CH2:7][C:8]2[CH:9]=[CH:10][C:11]([NH:14][C:28](=[O:29])[C:27]#[C:26][C:17]3[CH:18]=[CH:19][C:20]([C:22]([F:24])([F:23])[F:25])=[CH:21][C:16]=3[Cl:15])=[CH:12][CH:13]=2)[CH2:6][CH2:5][CH2:4][CH2:3][CH2:2]1 |f:2.3,4.5|. Reported procedure: Prepared analogously to Example 2.3.f. from 4-piperidin-1-ylmethylphenylamine and (2-chloro-4-trifluoromethylphenyl)propynoic acid. Yield: 170 mg (40% of theory); C22H20ClF3N2O (M=420.86); melting point: 193° C.-195° C.; calc.: molecular ion peak (M−H)−: 419/421(Cl); found: molecular ion peak (M−H)−: 419/421 (Cl); Rf value: 0.5 (silica gel, dichloromethane/methanol (9:1)). The reactants are O=C([O-])[O-], CC(C)(C)CC(C)(C)NS(=O)(=O)c1ccc(Cl)nc1, COc1cccc(OC)c1B(O)O, CCO, [K+], [K+], [Pd], c1ccc(P(c2ccccc2)c2ccccc2)cc1, Cc1ccccc1, c1ccc(P(c2ccccc2)c2ccccc2)cc1, c1ccc(P(c2ccccc2)c2ccccc2)cc1, c1ccc(P(c2ccccc2)c2ccccc2)cc1. The product is COc1cccc(OC)c1-c1ccc(S(=O)(=O)NC(C)(C)CC(C)(C)C)cn1. Reaction SMILES: [C:33](=[O:34])([O-:35])[O-:36].[CH3:14][C:15]([CH2:16][C:17]([CH3:18])([CH3:19])[CH3:20])([CH3:21])[NH:22][S:23](=[O:24])(=[O:25])[c:26]1[cH:27][n:28][c:29]([Cl:32])[cH:30][cH:31]1.[CH3:1][O:2][c:3]1[c:4]([B:11]([OH:12])[OH:13])[c:5]([O:9][CH3:10])[cH:6][cH:7][cH:8]1.[CH3:46][CH2:47][OH:48].[K+:37].[K+:38].[Pd:49].[c:107]1([P:108]([c:109]2[cH:110][cH:111][cH:112][cH:113][cH:114]2)[c:115]2[cH:116][cH:117][cH:118][cH:119][cH:120]2)[cH:121][cH:122][cH:123][cH:124][cH:125]1.[c:39]1([CH3:40])[cH:41][cH:42][cH:43][cH:44][cH:45]1.[c:50]1([P:51]([c:52]2[cH:53][cH:54][cH:55][cH:56][cH:57]2)[c:58]2[cH:59][cH:60][cH:61][cH:62][cH:63]2)[cH:64][cH:65][cH:66][cH:67][cH:68]1.[c:69]1([P:70]([c:71]2[cH:72][cH:73][cH:74][cH:75][cH:76]2)[c:77]2[cH:78][cH:79][cH:80][cH:81][cH:82]2)[cH:83][cH:84][cH:85][cH:86][cH:87]1.[c:88]1([P:89]([c:90]2[cH:91][cH:92][cH:93][cH:94][cH:95]2)[c:96]2[cH:97][cH:98][cH:99][cH:100][cH:101]2)[cH:102][cH:103][cH:104][cH:105][cH:106]1>>[CH3:1][O:2][c:3]1[c:4](-[c:29]2[n:28][cH:27][c:26]([S:23]([NH:22][C:15]([CH3:14])([CH2:16][C:17]([CH3:18])([CH3:19])[CH3:20])[CH3:21])(=[O:24])=[O:25])[cH:31][cH:30]2)[c:5]([O:9][CH3:10])[cH:6][cH:7][cH:8]1. Starting materials: CCN=C=NCCCN(C)C, CCN(C(C)C)C(C)C, Cl, NCC(=O)N1CCN(C(=O)c2ccccc2C(F)(F)F)CC1, CN(C)C=O, O=C(O)c1cnc(O)cn1, On1nnc2ccccc21. Product: O=C(NCC(=O)N1CCN(C(=O)c2ccccc2C(F)(F)F)CC1)c1cnc(O)cn1. As a reaction SMILES: [CH3:30][CH2:31][N:32]=[C:33]=[N:34][CH2:35][CH2:36][CH2:37][N:38]([CH3:39])[CH3:40].[CH:1]([N:2]([CH2:3][CH3:4])[CH:5]([CH3:6])[CH3:7])([CH3:8])[CH3:9].[ClH:41].[NH2:42][CH2:43][C:44](=[O:45])[N:46]1[CH2:47][CH2:48][N:49]([C:52]([c:53]2[c:54]([C:59]([F:60])([F:61])[F:62])[cH:55][cH:56][cH:57][cH:58]2)=[O:63])[CH2:50][CH2:51]1.[O:64]=[CH:65][N:66]([CH3:67])[CH3:68].[OH:10][c:11]1[n:12][cH:13][c:14]([C:17](=[O:18])[OH:19])[n:15][cH:16]1.[OH:20][n:21]1[c:22]2[c:23]([cH:24][cH:25][cH:26][cH:27]2)[n:28][n:29]1>>[OH:10][c:11]1[n:12][cH:13][c:14]([C:17](=[O:19])[NH:42][CH2:43][C:44](=[O:45])[N:46]2[CH2:47][CH2:48][N:49]([C:52]([c:53]3[c:54]([C:59]([F:60])([F:61])[F:62])[cH:55][cH:56][cH:57][cH:58]3)=[O:63])[CH2:50][CH2:51]2)[n:15][cH:16]1. The product is C(C)(C)(C)NC1=C(N=C2N1NC=N2)C (tert-Butyl-(5-methyl-imidazo[1,2-b][1,2,4]triazol-6-yl)-amine). Starting materials: NC1=NNC=N1 (3-amino-1,2,4-triazole), C(C)(C)(C)[N+]#[C-] (tert-butylisonitrile), C(C)=O (acetaldehyde). Procedure details: Compound 9 was prepared in accordance with the general synthesis instructions from 1.0 ml (0.1 mmol) 3-amino-1,2,4-triazole solution (0.1 M, MC), 0.575 ml (0.115 mmol) tert-butylisonitrile solution (0.2 M, MC), 0.500 ml (0.15 mmol) acetaldehyde solution (0.3 M, MC) and 10 μl perchloric acid (w=20%) in a substance library. As a reaction SMILES: [NH2:1][C:2]1[N:6]=[CH:5][NH:4][N:3]=1.[C:7]([N+:11]#[C-:12])([CH3:10])([CH3:9])[CH3:8].[CH:13](=O)[CH3:14]>Cl(O)(=O)(=O)=O>[C:7]([NH:11][C:12]1[N:3]2[NH:4][CH:5]=[N:6][C:2]2=[N:1][C:13]=1[CH3:14])([CH3:10])([CH3:9])[CH3:8]. The solvent is Cl(=O)(=O)(=O)O (perchloric acid).